From a dataset of the Open Reaction Database (ORD), a public repository of structured organic reaction records. describe an organic reaction: reactants, conditions, products, and yield Starting materials: C(=O)(C(F)(F)F)O (TFA), C1(CCCC1)N1C2=C(C3=C1N=C(N=C3)N)C=CN=C2 (9-Cyclopentyl-9H-pyrido[4′,3′:4,5]pyrrolo[2,3-d]pyrimidin-2-amine), ClC1=CC=C(C=N1)CN1CCN(CC1)C(=O)OC(C)(C)C (tert-Butyl 4-((6-chloro-3-pyridinyl)methyl)-1-piperazinecarboxylate). The product is C1(CCCC1)N1C2=C(C3=C1N=C(N=C3)NC3=NC=C(C=C3)CN3CCNCC3)C=CN=C2 (9-cyclopentyl-N-(5-(1-piperazinylmethyl)-2-pyridinyl)-9H-pyrido[4′,3′:4,5]-pyrrolo[2,3-d]pyrimidin-2-amine). As a reaction SMILES: C(O)(C(F)(F)F)=O.[CH:8]1([N:13]2[C:17]3[N:18]=[C:19]([NH2:22])[N:20]=[CH:21][C:16]=3[C:15]3[CH:23]=[CH:24][N:25]=[CH:26][C:14]2=3)[CH2:12][CH2:11][CH2:10][CH2:9]1.Cl[C:28]1[N:33]=[CH:32][C:31]([CH2:34][N:35]2[CH2:40][CH2:39][N:38](C(OC(C)(C)C)=O)[CH2:37][CH2:36]2)=[CH:30][CH:29]=1>>[CH:8]1([N:13]2[C:17]3[N:18]=[C:19]([NH:22][C:28]4[CH:29]=[CH:30][C:31]([CH2:34][N:35]5[CH2:40][CH2:39][NH:38][CH2:37][CH2:36]5)=[CH:32][N:33]=4)[N:20]=[CH:21][C:16]=3[C:15]3[CH:23]=[CH:24][N:25]=[CH:26][C:14]2=3)[CH2:9][CH2:10][CH2:11][CH2:12]1. Procedure: Compound 338 was prepared as an off-white solid (TFA salt) from compound 4 and compound 339 using chemistry similar to that described in example 200. 1H NMR (500 MHz, CD3OD) δ ppm 9.68 (1 H, s), 9.35 (1 H, s), 8.68 (2 H, q, J=6.3 Hz), 8.43 (1 H, d, J=1.5 Hz), 8.26 (1 H, dd, J=8.9, 2.1 Hz), 7.88 (1 H, d, J=8.8 Hz), 5.48 (1 H, quin, J=8.7 Hz), 3.78 (2 H, s), 3.27-3.30 (4 H, m), 2.83 (4 H, br. s.), 2.48-2.59 (2 H, m), 2.15-2.31 (4 H, m), 1.83-1.97 (2 H, m). LCMS-ESI (POS), M/Z, M+1: Found 429.2. Starting materials: O=c1[nH]c2c3ocnc3c(F)c(F)c2n1-c1ccc(Br)cc1F, CN(C)S(=O)(=O)Cl, [H-], [Na+]. The product is CN(C)S(=O)(=O)n1c(=O)n(-c2ccc(Br)cc2F)c2c(F)c(F)c3ncoc3c21. Reaction SMILES: [Br:1][c:2]1[cH:3][c:4]([F:23])[c:5](-[n:8]2[c:9](=[O:22])[nH:10][c:11]3[c:12]2[c:13]([F:21])[c:14]([F:20])[c:15]2[n:16][cH:17][o:18][c:19]32)[cH:6][cH:7]1.[CH3:24][N:25]([CH3:26])[S:27](=[O:28])(=[O:29])[Cl:30].[H-:32].[Na+:31]>>[Br:1][c:2]1[cH:3][c:4]([F:23])[c:5](-[n:8]2[c:9](=[O:22])[n:10]([S:27]([N:25]([CH3:24])[CH3:26])(=[O:28])=[O:29])[c:11]3[c:12]2[c:13]([F:21])[c:14]([F:20])[c:15]2[n:16][cH:17][o:18][c:19]32)[cH:6][cH:7]1. Starting materials: C1CCOC1, CC(C)(C)[O-], CNC(=O)C(=NOC)c1ccccc1CO, Fc1ccc(Sc2ccccc2)cn1, [K+]. Product: CNC(=O)C(=NOC)c1ccccc1COc1ccc(Sc2ccccc2)cn1. RXN SMILES: [CH2:37]1[O:38][CH2:39][CH2:40][CH2:41]1.[CH3:17][C:18]([CH3:19])([O-:20])[CH3:21].[CH3:1][O:2][N:3]=[C:4]([C:5](=[O:6])[NH:7][CH3:8])[c:9]1[c:10]([CH2:15][OH:16])[cH:11][cH:12][cH:13][cH:14]1.[F:23][c:24]1[n:25][cH:26][c:27]([S:30][c:31]2[cH:32][cH:33][cH:34][cH:35][cH:36]2)[cH:28][cH:29]1.[K+:22]>>[CH3:1][O:2][N:3]=[C:4]([C:5](=[O:6])[NH:7][CH3:8])[c:9]1[c:10]([CH2:15][O:16][c:24]2[n:25][cH:26][c:27]([S:30][c:31]3[cH:32][cH:33][cH:34][cH:35][cH:36]3)[cH:28][cH:29]2)[cH:11][cH:12][cH:13][cH:14]1. The reactants are N#Cc1cnc2ccc([N+](=O)[O-])cc2c1Nc1ccc(Br)c(Br)c1, O=C([O-])O, CCO, [Na+], O. Product: N#Cc1cnc2ccc(N)cc2c1Nc1ccc(Br)c(Br)c1. As a reaction SMILES: [Br:1][c:2]1[cH:3][c:4]([NH:9][c:10]2[c:11]([C:23]#[N:24])[cH:12][n:13][c:14]3[cH:15][cH:16][c:17]([N+:20]([O-:21])=[O:22])[cH:18][c:19]23)[cH:5][cH:6][c:7]1[Br:8].[C:25](=[O:26])([OH:27])[O-:28].[CH3:30][CH2:31][OH:32].[Na+:29].[OH2:33]>>[Br:1][c:2]1[cH:3][c:4]([NH:9][c:10]2[c:11]([C:23]#[N:24])[cH:12][n:13][c:14]3[cH:15][cH:16][c:17]([NH2:20])[cH:18][c:19]23)[cH:5][cH:6][c:7]1[Br:8]. Starting materials: CI, ClCCl, CN(C)CCOc1c2[nH]c3ccc(F)cc3c2cc2c1[nH]c1ccc(F)cc12. Yields the product C[N+](C)(C)CCOc1c2[nH]c3ccc(F)cc3c2cc2c1[nH]c1ccc(F)cc12, [I-]. As a reaction SMILES: [CH3:29][I:30].[Cl:31][CH2:32][Cl:33].[F:1][c:2]1[cH:3][c:4]2[c:5]3[cH:6][c:7]4[c:8]([c:9]([O:15][CH2:16][CH2:17][N:18]([CH3:19])[CH3:20])[c:10]3[nH:11][c:12]2[cH:13][cH:14]1)[nH:21][c:22]1[cH:23][cH:24][c:25]([F:28])[cH:26][c:27]41>>[F:1][c:2]1[cH:3][c:4]2[c:5]3[cH:6][c:7]4[c:8]([c:9]([O:15][CH2:16][CH2:17][N+:18]([CH3:19])([CH3:20])[CH3:29])[c:10]3[nH:11][c:12]2[cH:13][cH:14]1)[nH:21][c:22]1[cH:23][cH:24][c:25]([F:28])[cH:26][c:27]41.[I-:30]. Starting materials: COC1=C(C=O)C=CC(=C1)OC (2,4-dimethoxybenzaldehyde), C(C)(=O)[O-].[NH4+] (ammonium acetate), [N+](=O)([O-])CC (nitroethane). Run at time 12 hour. Product: COC1=C(C=C([N+](=O)[O-])C)C=CC(=C1)OC (2,4-Dimethoxy-β-methyl-β-nitrostyrene). Reaction SMILES: [CH3:1][O:2][C:3]1[CH:10]=[C:9]([O:11][CH3:12])[CH:8]=[CH:7][C:4]=1[CH:5]=O.C([O-])(=O)C.[NH4+].[N+:18]([CH2:21][CH3:22])([O-:20])=[O:19]>>[CH3:1][O:2][C:3]1[CH:10]=[C:9]([O:11][CH3:12])[CH:8]=[CH:7][C:4]=1[CH:5]=[C:21]([CH3:22])[N+:18]([O-:20])=[O:19] |f:1.2|. Procedure: A solution consisting of 25 g of 2,4-dimethoxybenzaldehyde (Aldrich) in 200 ml of nitroethane was treated with 0.5 g anhydrous ammonium acetate and held on a steam bath for 12 hours. The solvent was removed in vacuo from the mixture yielding 22.3 g of yellow crystals, m.p. 80°-81° C., upon cooling in 50 ml of methanol. Starting materials: C1(C=2C(C(=O)O1)=CC=CC2)=O (phthalic anhydride), NCCOCCO (2-(2-aminoethoxy)-ethanol). The reagents and catalysts are CC=1C=CC(=CC1)S(=O)(=O)O.O (TsOH.H2O). Run in C1=CC=CC=C1 (benzene). The product is C1(C=2C(C(N1CCOCCO)=O)=CC=CC2)=O (2-(2-Phthalimidoethoxy)ethanol). The yield is 93.2%. As a reaction SMILES: [C:1]1(=[O:11])[O:6][C:4](=O)[C:3]2=[CH:7][CH:8]=[CH:9][CH:10]=[C:2]12.[NH2:12][CH2:13][CH2:14][O:15][CH2:16][CH2:17][OH:18]>C1C=CC=CC=1.CC1C=CC(S(O)(=O)=O)=CC=1.O>[C:4]1(=[O:6])[N:12]([CH2:13][CH2:14][O:15][CH2:16][CH2:17][OH:18])[C:1](=[O:11])[C:2]2=[CH:10][CH:9]=[CH:8][CH:7]=[C:3]12 |f:3.4|. Procedure details: A suspension of 30.0 g (202.5 mmol) of phthalic anhydride, 20 mL (21.0 g, 199.4 mmol) of 2-(2-aminoethoxy)-ethanol in 400 mL of benzene was added 1.0×10−2 g (5.3×10−5 mmol) of TsOH.H2O. The reaction flask was connected to a Dean-Stark condenser and then heated to reflux for 14 h. The solvent was removed at reduced pressure and the residue was purified by SiO2 column chromatography (hexanes/AcOEt 1:1 then CHCl3/MeOH 20:1) gave 43.7 g (93.1%) of 13 as a light yellow syrup. This syrup slowly crysta... Reactants: solution, Cl (hydrogen chloride), C(C)OCC (diethyl ether), C(C)(C)(C)OC(=O)N1C(CCC1)=O (1-(tert-butoxycarbonyl)-2-pyrrolidinone), BrC=1C=NC=NC1 (5-bromopyrimidine), C(CCC)[Li] (n-butyllithium). The yield is 94.9%. RXN SMILES: Br[C:2]1[CH:3]=[N:4][CH:5]=[N:6][CH:7]=1.C([Li])CCC.[C:13]([O:17][C:18]([N:20]1[CH2:24][CH2:23][CH2:22][C:21]1=[O:25])=[O:19])([CH3:16])([CH3:15])[CH3:14].Cl.C(OCC)C>O1CCCC1.O.ClCCl>[C:13]([O:17][C:18](=[O:19])[NH:20][CH2:24][CH2:23][CH2:22][C:21](=[O:25])[C:2]1[CH:3]=[N:4][CH:5]=[N:6][CH:7]=1)([CH3:16])([CH3:14])[CH3:15]. Procedure: Cool a solution of 5-bromopyrimidine (7.63 g, 48.0 mmol) in tetrahydrofuran (375 mL) to −100° C., and add slowly n-butyllithium (2.5 M in hexanes, 17.8 mL, 44.5 mmol), keeping the temperature below −90° C. Stir the reaction for 30 min at −100° C. Cool a solution of 1-(tert-butoxycarbonyl)-2-pyrrolidinone (8.08 g, 43.6 mmol) in tetrahydrofuran (100 mL) to −78° C. and add to the reaction mixture with a cannula. Stir the reaction at −100° C. for 30 min, then add a 2 M solution of hydrogen chloride ... Yields the product C(C)(C)(C)OC(NCCCC(C=1C=NC=NC1)=O)=O ((4-Oxo-4-pyrimidin-5-yl-butyl)-carbamic acid tert-butyl ester). Run in O1CCCC1 (tetrahydrofuran), O1CCCC1 (tetrahydrofuran), O (water), ClCCl (dichloromethane). The reactants are O=C1C(Br)CC(c2ccccc2)CCN1CC1CC1, CC#N, [N-]=[N+]=[N-], [Na+], O. Yields the product [N-]=[N+]=NC1CC(c2ccccc2)CCN(CC2CC2)C1=O. Reaction SMILES: [Br:5][CH:6]1[C:7](=[O:23])[N:8]([CH2:19][CH:20]2[CH2:21][CH2:22]2)[CH2:9][CH2:10][CH:11]([c:13]2[cH:14][cH:15][cH:16][cH:17][cH:18]2)[CH2:12]1.[CH3:24][C:25]#[N:26].[N-:2]=[N+:3]=[N-:4].[Na+:1].[OH2:27]>>[N:2](=[N+:3]=[N-:4])[CH:6]1[C:7](=[O:23])[N:8]([CH2:19][CH:20]2[CH2:21][CH2:22]2)[CH2:9][CH2:10][CH:11]([c:13]2[cH:14][cH:15][cH:16][cH:17][cH:18]2)[CH2:12]1. Procedure: To a well stirred suspension of ethyl 8-amino-1-methyl-4,5-dihydro-1H-pyrazolo[4,3-h]quinazoline-3-carboxylate (9.0 g, 33 mmol) in dimethoxyethane (0.7 L) under N2, cesium iodide (8.6 g, 33 mmol), bisublimated iodine (4.19 g, 16.5 mmol), copper iodide (2.0 g, 10 mmol) and isopentyl nitrite (6.62 mL, 49.5 mmol) were added in sequence. The reaction mixture was stirred vigorously at 65-70° C. for 3 hours. After cooling in an ice-water bath, the solid was filtered off. The filtrate was diluted with ... Reagents/catalysts: [Cu](I)I (copper iodide). Product: IC1=NC=2C3=C(CCC2C=N1)C(=NN3C)C(=O)OCC (Ethyl 8-iodo-1-methyl-4,5-dihydro-1H-pyrazolo[4,3-h]quinazoline-3-carboxylate). Run in C(OC)COC (dimethoxyethane). As a reaction SMILES: N[C:2]1[N:11]=[CH:10][C:9]2[CH2:8][CH2:7][C:6]3[C:12]([C:16]([O:18][CH2:19][CH3:20])=[O:17])=[N:13][N:14]([CH3:15])[C:5]=3[C:4]=2[N:3]=1.[I-:21].[Cs+].II.N(OCCC(C)C)=O>C(COC)OC.[Cu](I)I>[I:21][C:2]1[N:11]=[CH:10][C:9]2[CH2:8][CH2:7][C:6]3[C:12]([C:16]([O:18][CH2:19][CH3:20])=[O:17])=[N:13][N:14]([CH3:15])[C:5]=3[C:4]=2[N:3]=1 |f:1.2|. Starting materials: [I-].[Cs+] (cesium iodide), II (iodine), N(=O)OCCC(C)C (isopentyl nitrite), NC1=NC=2C3=C(CCC2C=N1)C(=NN3C)C(=O)OCC (ethyl 8-amino-1-methyl-4,5-dihydro-1H-pyrazolo[4,3-h]quinazoline-3-carboxylate). Isolated yield 44.9%.